From a dataset of the Open Reaction Database (ORD), a public repository of structured organic reaction records. describe an organic reaction: reactants, conditions, products, and yield Starting materials: NC(=N)N (guanidine), NC(=N)N (guanidine), NC(=N)N (guanidine), NC(=N)N (guanidine), C(C1=CC=CC=C1)=O (benzaldehyde), guanidines, C(CC1=CC=CC=C1)N (phenethylamine), [N+](=O)([O-])C (nitromethane). The product is [N+](=O)([O-])CC(O)C1=CC=CC=C1 (2-nitro-1-phenylethanol). Yield: 31.0%. RXN SMILES: NC(N)=N.[CH:5](=[O:12])[C:6]1[CH:11]=[CH:10][CH:9]=[CH:8][CH:7]=1.C(N)CC1C=CC=CC=1.[N+:22]([CH3:25])([O-:24])=[O:23]>>[N+:22]([CH2:25][CH:5]([C:6]1[CH:11]=[CH:10][CH:9]=[CH:8][CH:7]=1)[OH:12])([O-:24])=[O:23]. Procedure details: In recent years, attention has been paid to optically active guanidine compounds as base catalysts for asymmetric nucleophilic-type reactions, a representative of which is an asymmetric aldol-type reaction. However, all of the previously known optically active guanidine compounds have central chirality as a chiral element, and it cannot be said that molecular design based on only such the central chirality is sufficient to draw the potential usefulness of such optically active guanidine compound... Reactants: COC(CC1=CC(=CC=C1)OCCCBr)=O ([3-(3-bromo-propoxy)-phenyl]-acetic acid methyl ester), ClC1=C(CN)C=CC=C1C(F)(F)F (2-chloro-3-trifluoromethyl-benzylamine), C([O-])([O-])=O.[K+].[K+] (potassium carbonate). Solvent: C(C)#N (acetonitrile). Reaction conditions: time 8 hour. Yields the product COC(CC1=CC(=CC=C1)OCCCNCC1=C(C(=CC=C1)C(F)(F)F)Cl)=O ({3-[3-(2-chloro-3-trifluoromethyl-benzylamino)-propoxy]-phenyl}-acetic acid methyl ester). Yield: 75.6%. As a reaction SMILES: [CH3:1][O:2][C:3](=[O:16])[CH2:4][C:5]1[CH:10]=[CH:9][CH:8]=[C:7]([O:11][CH2:12][CH2:13][CH2:14]Br)[CH:6]=1.[Cl:17][C:18]1[C:25]([C:26]([F:29])([F:28])[F:27])=[CH:24][CH:23]=[CH:22][C:19]=1[CH2:20][NH2:21].C(=O)([O-])[O-].[K+].[K+]>C(#N)C>[CH3:1][O:2][C:3](=[O:16])[CH2:4][C:5]1[CH:10]=[CH:9][CH:8]=[C:7]([O:11][CH2:12][CH2:13][CH2:14][NH:21][CH2:20][C:19]2[CH:22]=[CH:23][CH:24]=[C:25]([C:26]([F:27])([F:28])[F:29])[C:18]=2[Cl:17])[CH:6]=1 |f:2.3.4|. Reported procedure: A solution of [3-(3-bromo-propoxy)-phenyl]-acetic acid methyl ester (1.5 g, 5.26 mmol) and 2-chloro-3-trifluoromethyl-benzylamine (1 g, 4.77 mmol) in acetonitrile (300 ml) was treated with solid potassium carbonate (0.79 g, 5.74 mmol). The reaction was heated to reflux and stirred overnight. Upon cooling to room temperature, the reaction was filtered through a pad of celite, washed with EtOAc, and the filtrate was concentrated in vacuo. The crude product was purified by column chromatograph (EtO... Starting materials: FC(C=1N=C(SC1)CO)F ((4-(difluoromethyl)-1,3-thiazol-2-yl)methanol), C(C)C1=NC2=C(N1C)C=C(C=C2)N2C(C=C(C=C2)O)=O (1-(2-ethyl-1-methyl-1H-benzo[d]imidazol-6-yl)-4-hydroxypyridin-2(1H)-one), C1(=CC=CC=C1)P(C1=CC=CC=C1)C1=CC=CC=C1 (triphenylphosphine), N(=NC(=O)OCCOC)C(=O)OCCOC (bis(2-methoxyethyl) azodicarboxylate). Run in C1CCOC1 (THF), O (water). Conditions: time 3 hour. Product: FC(C=1N=C(SC1)COC1=CC(N(C=C1)C=1C=CC2=C(N(C(=N2)CC)C)C1)=O)F (4-((4-(Difluoromethyl)-1,3-thiazol-2-yl)methoxy)-1-(2-ethyl-1-methyl-1H-benzimidazol-6-yl)pyridin-2(1H)-one). Yield: 13.1%. As a reaction SMILES: [F:1][CH:2]([F:10])[C:3]1[N:4]=[C:5]([CH2:8][OH:9])[S:6][CH:7]=1.[CH2:11]([C:13]1[N:17]([CH3:18])[C:16]2[CH:19]=[C:20]([N:23]3[CH:28]=[CH:27][C:26](O)=[CH:25][C:24]3=[O:30])[CH:21]=[CH:22][C:15]=2[N:14]=1)[CH3:12].C1(P(C2C=CC=CC=2)C2C=CC=CC=2)C=CC=CC=1.N(C(OCCOC)=O)=NC(OCCOC)=O>O.C1COCC1>[F:1][CH:2]([F:10])[C:3]1[N:4]=[C:5]([CH2:8][O:9][C:26]2[CH:27]=[CH:28][N:23]([C:20]3[CH:21]=[CH:22][C:15]4[N:14]=[C:13]([CH2:11][CH3:12])[N:17]([CH3:18])[C:16]=4[CH:19]=3)[C:24](=[O:30])[CH:25]=2)[S:6][CH:7]=1. Procedure details: A mixture of (4-(difluoromethyl)-1,3-thiazol-2-yl)methanol (61.3 mg), 1-(2-ethyl-1-methyl-1H-benzo[d]imidazol-6-yl)-4-hydroxypyridin-2(1H)-one (50 mg), triphenylphosphine (146 mg), bis(2-methoxyethyl) azodicarboxylate (130 mg) and THF (3 ml) was stirred at room temperature for 3 h. The mixture was diluted with water, and extracted with EtOAc. The extract was washed with brine, dried over MgSO4, concentrated in vacuo and purified by NH silica gel column chromatography (hexane/EtOAc) to give the t... The reactants are solution, C(CCC)[Li] (n-butyllithium), CN(C=1C=C(CC=2NC=CN2)C=CC1)C ((3-dimethylaminobenzyl)-imidazole), CN(C)CCN(C)C (TMEDA), C12C(C3CC(CC(C1)C3)C2)=O (adamantanone). The solvent is O (water), CCCCCC (hexane), C1CCOC1 (THF), C1CCOC1 (THF). Conditions: time 1 hour. Product: CN(C=1C=C(C=CC1)C(C=1NC=CN1)C1(C2CC3CC(CC1C3)C2)O)C ((3-dimethylaminophenyl)-(2-hydroxy-2-adamantyl)-1-imidazolylmethane). The yield is 41.7%. RXN SMILES: C([Li])CCC.[CH3:6][N:7]([CH3:20])[C:8]1[CH:9]=[C:10]([CH:17]=[CH:18][CH:19]=1)[CH2:11][C:12]1[NH:13][CH:14]=[CH:15][N:16]=1.CN(CCN(C)C)C.[CH:29]12[CH2:38][CH:33]3[CH2:34][CH:35]([CH2:37][CH:31]([CH2:32]3)[C:30]1=[O:39])[CH2:36]2>CCCCCC.C1COCC1.O>[CH3:20][N:7]([CH3:6])[C:8]1[CH:9]=[C:10]([CH:11]([C:30]2([OH:39])[CH:31]3[CH2:37][CH:35]4[CH2:34][CH:33]([CH2:38][CH:29]2[CH2:36]4)[CH2:32]3)[C:12]2[NH:16][CH:15]=[CH:14][N:13]=2)[CH:17]=[CH:18][CH:19]=1. Reported procedure: 20 ml (31 mmol) of a 1.55 molar solution of n-butyllithium in hexane were added dropwise to a solution of 3.03 g (15 mmol) of (3-dimethylaminobenzyl)-imidazole and 1.75 g (15 mmol) of TMEDA in 30 ml of absolute THF. Stirring was carried out for 1 hour at -70° C., after which a solution of 2.26 g of adamantanone in 40 ml of absolute THF was added dropwise at -30° to -15° C. The mixture was allowed to warm up to room temperature in the course of about 45 minutes and was stirred for a further 2 hou... Starting materials: O=C([O-])[O-], CI, O=Cc1[nH]c(-c2ccccc2)nc1Cl, [K+], [K+], CN(C)C=O, O. Product: Cn1c(-c2ccccc2)nc(Cl)c1C=O. RXN SMILES: [C:17](=[O:18])([O-:19])[O-:20].[CH3:15][I:16].[Cl:1][c:2]1[c:3]([CH:13]=[O:14])[nH:4][c:5](-[c:7]2[cH:8][cH:9][cH:10][cH:11][cH:12]2)[n:6]1.[K+:21].[K+:22].[O:24]=[CH:25][N:26]([CH3:27])[CH3:28].[OH2:23]>>[Cl:1][c:2]1[c:3]([CH:13]=[O:14])[n:4]([CH3:17])[c:5](-[c:7]2[cH:8][cH:9][cH:10][cH:11][cH:12]2)[n:6]1.